This data is from the Open Reaction Database (ORD), a public repository of structured organic reaction records. The task is: describe an organic reaction: reactants, conditions, products, and yield The reactants are CCCNS(C)(=O)=O, COC(=O)c1cc(Cl)nc(Cl)c1, C1COCCO1. Product: CCCN(c1cc(C(=O)OC)cc(Cl)n1)S(C)(=O)=O. As a reaction SMILES: [CH2:13]([CH2:14][CH3:15])[NH:16][S:17](=[O:18])(=[O:19])[CH3:20].[Cl:1][c:2]1[cH:3][c:4]([C:5](=[O:6])[O:7][CH3:8])[cH:9][c:10]([Cl:12])[n:11]1.[O:21]1[CH2:22][CH2:23][O:24][CH2:25][CH2:26]1>>[c:2]1([N:16]([CH2:13][CH2:14][CH3:15])[S:17](=[O:18])(=[O:19])[CH3:20])[cH:3][c:4]([C:5](=[O:6])[O:7][CH3:8])[cH:9][c:10]([Cl:12])[n:11]1. Starting materials: [K] (potassium), [O-]CCCC (butoxide), ClC1=C(C(=O)O)C=CC=N1 (2-chloronicotinic acid). Run in C(C)O (ethanol), C(C)O (ethanol). Run at temperature 170 celsius. Yields the product C(C)OC1=NC=CC=C1C(=O)O (2-Ethoxypyridine-3-carboxylic acid). Isolated yield 86.3%. RXN SMILES: [K].[O-:2][CH2:3][CH2:4]CC.Cl[C:8]1[N:16]=[CH:15][CH:14]=[CH:13][C:9]=1[C:10]([OH:12])=[O:11]>C(O)C>[CH2:3]([O:2][C:8]1[C:9]([C:10]([OH:12])=[O:11])=[CH:13][CH:14]=[CH:15][N:16]=1)[CH3:4] |^1:0|. Reported procedure: A solution of potassium ten-butoxide (44.9 g, 0.40 mol) in absolute ethanol (300 ml) was added slowly to a solution of 2-chloronicotinic acid (30 g, 0.19 mol) in ethanol (100 ml), and the reaction heated in a sealed vessel at 170° C. for 20 hours. The solvent was removed under reduced pressure, the residue dissolved in water (200 ml) and acidified to pH 3 with aqueous hydrochloric acid. The aqueous solution was extracted with dichloromethane (4×200 ml), the combined organic layers were dried ove... The reactants are ice water, [Na] (Sodium), CO (methanol), BrC1=C(C(=C(C#N)C=C1)F)C (4-bromo-2-fluoro-3-methylbenzonitrile), [Na] (sodium). Yields the product BrC1=C(C(=C(C#N)C=C1)OC)C (4-bromo-3-methyl-2-(methyloxy)benzonitrile). RXN SMILES: [Na].[Br:2][C:3]1[CH:10]=[CH:9][C:6]([C:7]#[N:8])=[C:5](F)[C:4]=1[CH3:12].[CH3:13][OH:14]>>[Br:2][C:3]1[CH:10]=[CH:9][C:6]([C:7]#[N:8])=[C:5]([O:14][CH3:13])[C:4]=1[CH3:12] |^1:0|. Procedure: Sodium (3.00 g, 130 mmol) was added in portions into 80 mL of methanol and the mixture was stirred for 20 min until the sodium was completely dissolved. Then 4-bromo-2-fluoro-3-methylbenzonitrile (8.00 g, 37.3 mmol) was added and the solution was refluxed for 4 hours before cooling down. The reaction mixture was poured into ice/water (300 mL) and the resulting precipitate was collected by filtration. The solid afforded was dried under reduced pressure at 40° C. to give 4-bromo-3-methyl-2-(methyl... Reactants: C(=O)(N1C=NC=C1)N1C=NC=C1 (1,1'-carbonyldiimidazole), ClC1=CC=C(OCC2=CC=C(OC(C(=O)O)C)C=C2)C=C1 (2-[4-(4-chlorophenoxy-methyl)-phenoxy]-propionic acid), C(C)(C)O (isopropanol). Run in O1CCCC1 (tetrahydrofuran). Reaction conditions: time 4 hour. Product: ClC1=CC=C(OCC2=CC=C(OC(C(=O)OC(C)C)C)C=C2)C=C1 (Isopropyl 2-[4-(4-Chlorophenoxy-methyl)-phenoxy]-propionate). Yield: 64.9%. Reaction SMILES: [Cl:1][C:2]1[CH:21]=[CH:20][C:5]([O:6][CH2:7][C:8]2[CH:19]=[CH:18][C:11]([O:12][CH:13]([CH3:17])[C:14]([OH:16])=[O:15])=[CH:10][CH:9]=2)=[CH:4][CH:3]=1.C(N1C=CN=C1)(N1C=CN=C1)=O.[CH:34](O)([CH3:36])[CH3:35]>O1CCCC1>[Cl:1][C:2]1[CH:3]=[CH:4][C:5]([O:6][CH2:7][C:8]2[CH:19]=[CH:18][C:11]([O:12][CH:13]([CH3:17])[C:14]([O:16][CH:34]([CH3:36])[CH3:35])=[O:15])=[CH:10][CH:9]=2)=[CH:20][CH:21]=1. Procedure details: 6.1 gm of 2-[4-(4-chlorophenoxy-methyl)-phenoxy]-propionic acid was dissolved in 50 ml of absolute tetrahydrofuran, and 3.2 gm of 1,1'-carbonyldiimidazole were added to the solution. The resulting mixture was heated for a short time and was then allowed to stand at room temperature for 4 hours. Thereafter, the reaction mixture was admixed with 2.4 gm of isopropanol, and the mixture was refluxed for one hour, evaporated in vacuo in a rotary evaporator, and the oily residue was recrystallized from... Starting materials: C1(CCCCC1)N=C=NC1CCCCC1 (dicyclohexylcarbodiimide), C(C1=CC=CC=C1)N1CC(CC1)CO (1-benzyl-3-hydroxymethylpyrrolidine), ice water, C1(CCCCC1)N=C=NC1CCCCC1 (Dicyclohexylcarbodiimide), P(Cl)(Cl)(Cl)(Cl)Cl (phosphorus pentachloride), C(Cl)Cl (methylene chloride). Solvent: CS(=O)C (dimethylsulfoxide). Conditions: time 8 hour. Product: C(C1=CC=CC=C1)N1CC(CC1)C=O (1-benzyl-3-formylpyrrolidine). Isolated yield 66.0%. RXN SMILES: C1(N=C=NC2CCCCC2)CCCCC1.[CH2:16]([N:23]1[CH2:27][CH2:26][CH:25]([CH2:28][OH:29])[CH2:24]1)[C:17]1[CH:22]=[CH:21][CH:20]=[CH:19][CH:18]=1.P(Cl)(Cl)(Cl)(Cl)Cl.C(Cl)Cl>CS(C)=O>[CH2:16]([N:23]1[CH2:27][CH2:26][CH:25]([CH:28]=[O:29])[CH2:24]1)[C:17]1[CH:22]=[CH:21][CH:20]=[CH:19][CH:18]=1. Reported procedure: To a solution of 61.8 g (0.3 mole) of dicyclohexylcarbodiimide in 400 ml of dry dimethylsulfoxide is dropwise added a solution of 19.10 g (0.1 mole) of 1-benzyl-3-hydroxymethylpyrrolidine [prepared in the manner described in J. O. C. 26, 1519 (1961) by YAO-HUA WU and R. F Feldkamp] under ice-cooling for 15 minutes, and the mixture is stirred at room temperature overnight. Dicyclohexylcarbodiimide (13.26 g; 60 mmoles) and phosphorus pentachloride (4.40 g; 30 mmoles) are added thereto and the mixt...